This data is from the Open Reaction Database (ORD), a public repository of structured organic reaction records. The task is: describe an organic reaction: reactants, conditions, products, and yield Reactants: C1(=CC=CC=C1)NCC=1C=NC=CC1 (3-(phenylaminomethyl)pyridine), C([O-])(O)=O.[Na+] (sodium bicarbonate), C([O-])([O-])=O.[K+].[K+] (potassium carbonate), CS(=O)(=O)Cl (methanesulfonyl chloride). Solvent: ClCCl (dichloromethane), ClCCl (dichloromethane), ClCCl (dichloromethane). The product is C1(=CC=CC=C1)N(S(=O)(=O)C)CC=1C=NC=CC1 (N-phenyl-N-(pyridin-3-ylmethyl)-methanesulfonamide). Reaction SMILES: [C:1]1([NH:7][CH2:8][C:9]2[CH:10]=[N:11][CH:12]=[CH:13][CH:14]=2)[CH:6]=[CH:5][CH:4]=[CH:3][CH:2]=1.C(=O)([O-])[O-].[K+].[K+].[CH3:21][S:22](Cl)(=[O:24])=[O:23].C(=O)(O)[O-].[Na+]>ClCCl>[C:1]1([N:7]([CH2:8][C:9]2[CH:10]=[N:11][CH:12]=[CH:13][CH:14]=2)[S:22]([CH3:21])(=[O:24])=[O:23])[CH:6]=[CH:5][CH:4]=[CH:3][CH:2]=1 |f:1.2.3,5.6|. Procedure: A 3.7 g. portion of 3-(phenylaminomethyl)pyridine was dissolved in 20 ml. of dichloromethane, and to it was added 4.1 g. of potassium carbonate and 2.5 ml. of methanesulfonyl chloride. The mixture was stirred under reflux overnight, and was then diluted with 20 ml. of aqueous sodium bicarbonate and 20 ml. of dichloromethane. The organic phase was separated, washed with 20 ml. of water, dried over magnesium sulfate and evaporated under vacuum. The residue was triturated with diethyl ether and dri... Starting materials: C(=O)C=1C=C(C(=O)OC)C=CC1O (methyl 3-formyl-4-hydroxybenzoate), [BH4-].[Na+] (NaBH4). Solvent: CO (MeOH). Reaction conditions: time 2 hour. Yields the product OC1=C(C=C(C(=O)OC)C=C1)CO (Methyl 4-hydroxy-3-(hydroxymethyl)benzoate). Yield: 52.5%. Reaction SMILES: [CH:1]([C:3]1[CH:4]=[C:5]([CH:10]=[CH:11][C:12]=1[OH:13])[C:6]([O:8][CH3:9])=[O:7])=[O:2].[BH4-].[Na+]>CO>[OH:13][C:12]1[CH:11]=[CH:10][C:5]([C:6]([O:8][CH3:9])=[O:7])=[CH:4][C:3]=1[CH2:1][OH:2] |f:1.2|. Reported procedure: A solution of methyl 3-formyl-4-hydroxybenzoate (19.80 g; 109.90 mmol; 1 eq.) in MeOH (396 mL) was added at 0° C. NaBH4 (6.24 g; 164.85 mmol; 1.50 eq.) in several portions (portions over 20 min). The reaction mixture was stirred at RT for 2 hours. The reaction mixture was concentrated and the residue was suspended in EtOAc (500 mL). The organic layer was washed with a saturated aqueous solution of NH4Cl (2×200 mL), water (200 mL), then brine (200 mL). The aqueous layer contained a lot of the des...